From a dataset of the Open Reaction Database (ORD), a public repository of structured organic reaction records. describe an organic reaction: reactants, conditions, products, and yield The reactants are CCCC[N+](CCCC)(CCCC)CCCC.[F-] (TBAF), C(C)(C)(C)OC(N(C#C[Si](C(C)C)(C(C)C)C(C)C)C1=CC=C(C=C1)N1CCOCC1)=O ((4-morpholin-4-yl-phenyl)-[(triisopropylsilanyl)-ethynyl]-carbamic acid tert-butyl ester), O (H2O). Run in C1CCOC1 (THF). Conditions: time 1 hour. Product: C(C)(C)(C)OC(N(C1=CC=C(C=C1)N1CCOCC1)C#C)=O (ethynyl-(4-morpholin-4-yl-phenyl)-carbamic acid tert-butyl ester). Isolated yield 80.0%. As a reaction SMILES: CCCC[N+](CCCC)(CCCC)CCCC.[F-].[C:19]([O:23][C:24](=[O:50])[N:25]([C:38]1[CH:43]=[CH:42][C:41]([N:44]2[CH2:49][CH2:48][O:47][CH2:46][CH2:45]2)=[CH:40][CH:39]=1)[C:26]#[C:27][Si](C(C)C)(C(C)C)C(C)C)([CH3:22])([CH3:21])[CH3:20].O>C1COCC1>[C:19]([O:23][C:24](=[O:50])[N:25]([C:26]#[CH:27])[C:38]1[CH:39]=[CH:40][C:41]([N:44]2[CH2:45][CH2:46][O:47][CH2:48][CH2:49]2)=[CH:42][CH:43]=1)([CH3:22])([CH3:21])[CH3:20] |f:0.1|. Procedure details: TBAF (954 mg, 3.02 mmol) was added to a solution of (4-morpholin-4-yl-phenyl)-[(triisopropylsilanyl)-ethynyl]-carbamic acid tert-butyl ester (600 mg, 1.31 mmol) in THF (10 ml) at 0° C. The mixture was stirred for 1 hour at this temperature and was then warmed up to RT. H2O (15 ml) was added and the organic phase was extracted with Et2O (3×15 ml) and dried over Na2SO4. The solvent was removed under reduced pressure and the desired compound was obtained after purification by column chromatography ...